From a dataset of the Open Reaction Database (ORD), a public repository of structured organic reaction records. describe an organic reaction: reactants, conditions, products, and yield The reactants are CCOC(=O)C.CCCCCC (EtOAc hexane), ( 17 ), [H-].[Na+] (NaH), CN(C)C=O (DMF), thiolate, C(CCCCC)S (hexanethiol), CN(C)C=O (DMF). Yields the product C(CCCCC)SCC1CCC(N1)=O (5-(Hexylthiomethyl)pyrrolidin-2-one). Reaction SMILES: [CH2:1]([SH:7])[CH2:2][CH2:3][CH2:4][CH2:5][CH3:6].[H-].[Na+].CCO[C:13]([CH3:15])=[O:14].[CH3:16][CH2:17][CH2:18]CCC.C[N:23](C=O)C>>[CH2:1]([S:7][CH2:16][CH:17]1[NH:23][C:13](=[O:14])[CH2:15][CH2:18]1)[CH2:2][CH2:3][CH2:4][CH2:5][CH3:6] |f:1.2,3.4|. Procedure: Treatment of 6 (17) [(5S), 823 mg, 4.62 mmol] in dry DMF (6 mL) with a thiolate solution in dry DMF (6 mL) generated from hexanethiol (682 μL, 573 mg, 4.86 mmol), and NaH (204 mg, 5.09 mmol, 60%/mineral oil) by Procedure A [column chromatography (80% EtOAc/hexane→5% MeOH/EtOAc)] gave 7b(5S) (932 mg, 94%) as a colorless oil: 1H NMR δ 0.90 (t, J=7.0 Hz, 3H), 1.24-1.33 (m, 4H), 1.33-1.42 (m, 2H), 1.58 (‘quint’, J=7.4 Hz, 2H), 1.78-1.87 (m, 1H), 2.27-2.46 (m, 3H) 2.53 (dd, J=8.0, 13.4 Hz, 1H), 2.54 ... The reactants are NC(=O)C=1C=C(C(=O)OC)C=C(C1)Cl (methyl 3-(aminocarbonyl)-5-chlorobenzoate), C(C)O (ethanol), [BH4-].[Li+] (lithium tetrahydroborate). Solvent: O1CCCC1 (tetrahydrofuran). Conditions: temperature 60 celsius, time 2 hour. Yields the product ClC=1C=C(C(=O)N)C=C(C1)CO (3-chloro-5-(hydroxymethyl)benzamide). The yield is 49.7%. As a reaction SMILES: [NH2:1][C:2]([C:4]1[CH:5]=[C:6]([CH:11]=[C:12]([Cl:14])[CH:13]=1)[C:7](OC)=[O:8])=[O:3].C(O)C.[BH4-].[Li+]>O1CCCC1>[Cl:14][C:12]1[CH:13]=[C:4]([CH:5]=[C:6]([CH2:7][OH:8])[CH:11]=1)[C:2]([NH2:1])=[O:3] |f:2.3|. Procedure details: (Step 1) To a mixed solution of methyl 3-(aminocarbonyl)-5-chlorobenzoate (2.2 g) in tetrahydrofuran:ethanol=10:1 (33 ml) was added lithium tetrahydroborate (0.34 g) at room temperature. After stirring at 60° C. for 2 hr, the reaction solution was quenched with ice and extracted with ethyl acetate. The extract was washed with 1N hydrochloric acid and then with saturated brine, and dried over anhydrous magnesium sulfate. The solvent was evaporated under reduced pressure, and the obtained residue ... Reactants: C(=O)(OC(C)(C)C)N[C@@H](CCCNC(=O)OCC1=CC=CC=C1)C(=O)N[C@H](C)C1=CC=C(C=C1)O ((R)-N2 -(Boc)-N5 -(Cbz)-(S)-N-[1-(4-hydroxyphenyl)ethyl]ornithine amide), Cl.CCOC(=O)C (HCl EtOAc). Yields the product Cl.C(=O)(OCC1=CC=CC=C1)NCCC[C@H](N)C(=O)N[C@H](C)C1=CC=C(C=C1)O ((R)-N5 -(Cbz)-(S)-N-[1-(4-hydroxyphenyl)ethyl]ornithine amide hydrochloride). Run in C(C)(=O)OCC (ethyl acetate). Reported procedure: Prepared according to the method described in Example 1(b) above from (R)-N2 -(Boc)-N5 -(Cbz)-(S)-N-[1-(4-hydroxyphenyl)ethyl]ornithine amide (5.1 g; from step (a) above), ethyl acetate (100 mL) and HCl/EtOAc (100 mL) yielding, after isolation, 3.3 g of the sub-title compound as a tan solid. Reaction SMILES: C([NH:8][C@H:9]([C:24]([NH:26][C@@H:27]([C:29]1[CH:34]=[CH:33][C:32]([OH:35])=[CH:31][CH:30]=1)[CH3:28])=[O:25])[CH2:10][CH2:11][CH2:12][NH:13][C:14]([O:16][CH2:17][C:18]1[CH:23]=[CH:22][CH:21]=[CH:20][CH:19]=1)=[O:15])(OC(C)(C)C)=O.[ClH:36].CCOC(C)=O>C(OCC)(=O)C>[ClH:36].[C:14]([NH:13][CH2:12][CH2:11][CH2:10][C@@H:9]([C:24]([NH:26][C@@H:27]([C:29]1[CH:30]=[CH:31][C:32]([OH:35])=[CH:33][CH:34]=1)[CH3:28])=[O:25])[NH2:8])([O:16][CH2:17][C:18]1[CH:19]=[CH:20][CH:21]=[CH:22][CH:23]=1)=[O:15] |f:1.2,4.5|. Reactants: COC=1CC=2CC[C@H]3[C@@H]4C[C@@H]5[C@]([C@@]4(C)CC[C@@H]3C2CC1)(C5)OC (3,17-dimethoxy-16alpha,17alpha-methylene-estra-2,5(10)-diene), S(O)(O)(=O)=O (sulfuric acid), O (water), steroid. The solvent is CC(=O)C (acetone). Yields the product CO[C@]12[C@]3(C)[C@@H](C[C@H]1C2)[C@@H]2CCC=1CC(CCC1[C@H]2CC3)=O (17beta-methoxy-16alpha,17alpha-methylene-estr-5(10)-en-3-one). Reaction SMILES: C[O:2][C:3]1[CH2:4][C:5]2[CH2:6][CH2:7][C@@H:8]3[C@@H:17]([C:18]=2[CH2:19][CH:20]=1)[CH2:16][CH2:15][C@@:13]1([CH3:14])[C@H:9]3[CH2:10][C@H:11]2[CH2:21][C@:12]21[O:22][CH3:23].S(=O)(=O)(O)O.O>CC(C)=O>[CH3:23][O:22][C@@:12]12[CH2:21][C@@H:11]1[CH2:10][C@H:9]1[C@H:8]3[C@H:17]([CH2:16][CH2:15][C@:13]21[CH3:14])[C:18]1[CH2:19][CH2:20][C:3](=[O:2])[CH2:4][C:5]=1[CH2:6][CH2:7]3. Procedure details: 10 g of 3,17-dimethoxy-16alpha,17alpha-methylene-estra-2,5(10)-diene is suspended in 165 ml of 80% aqueous acetone and is mixed with vigorous stirring with 0.2 ml of 25% sulfuric acid. Then, with stirring, it is heated on the water bath (60° C.) until all the steroid has gone into solution (about 30 minutes). Then, it is allowed to cool to room temperature and stirred one more hour. After the reaction has been completed, the steroid is precipitated by the addition of water, separated and dried. ... Starting materials: Cl (hydrochloric acid), FC=1C=C2C(=CC1)OC(CC21NC(NC1=O)=O)=O (6-fluorospiro[chroman-4,4'-imidazolidine]2,2',5'-trione), [H-].C(C(C)C)[Al+]CC(C)C (diisobutylaluminum hydride), C1(=CC=CC=C1)C (toluene), [H-].C(C(C)C)[Al+]CC(C)C (diisobutylaluminum hydride). Solvent: O1CCCC1 (tetrahydrofuran), CCCCCC (hexane). Reaction conditions: temperature -78 celsius, time 30 minute. Yields the product OC1OC2=CC=C(C=C2C2(NC(NC2=O)=O)C1)F (2-Hydroxy-6-fluorospiro[chroman-4,4'-imidazolidine]2',5'-dione). As a reaction SMILES: [F:1][C:2]1[CH:3]=[C:4]2[C:11]3([C:15](=[O:16])[NH:14][C:13](=[O:17])[NH:12]3)[CH2:10][C:9](=[O:18])[O:8][C:5]2=[CH:6][CH:7]=1.C1(C)C=CC=CC=1.[H-].C([Al+]CC(C)C)C(C)C.Cl>CCCCCC.O1CCCC1>[OH:18][CH:9]1[CH2:10][C:11]2([C:15](=[O:16])[NH:14][C:13](=[O:17])[NH:12]2)[C:4]2[C:5](=[CH:6][CH:7]=[C:2]([F:1])[CH:3]=2)[O:8]1 |f:2.3|. Procedure: To a slurry of 640 mg. (0.002 mole) of 6-fluorospiro[chroman-4,4'-imidazolidine]2,2',5'-trione in 40 ml. of toluene at -78° C. was added 852 mg. (0.006 mole) of diisobutylaluminum hydride in hexane, and the reaction mixture allowed to stir at -78° C. for 30 minutes. The reaction was allowed to warm to 0° C. and was stirred for 24 hours. The reaction was recooled to -40° C., 6 ml. of dry tetrahydrofuran was added and the reaction warmed to 0° C. Additional diisobutylaluminum hydride (1.0 ml) was ... Starting materials: resultant mixture, S(=O)(=O)(O)O.COC(N)=N (O-methylisourea sulfate), C([O-])([O-])=O.[K+].[K+] (potassium carbonate), ClC=1C=C(C=C(C1)Cl)C1(CC(=NO1)C1=CC(=C(C(=O)Cl)C=C1)C)C(F)(F)F (4-[5-(3,5-dichlorophenyl)-5-trifluoromethyl-4,5-dihydroisoxazole-3-yl]-2-methylbenzoyl-chloride). The solvent is C(C)#N (acetonitrile). Yields the product NC(=NC(C1=C(C=C(C=C1)C1=NOC(C1)(C(F)(F)F)C1=CC(=CC(=C1)Cl)Cl)C)=O)OC (N-[Amino(methoxy)methylidene]-4-[5-(3,5-dichlorophenyl)-5-trifluoromethyl-4,5-dihydroisoxazole-3-yl]-2-methyl benzoic acid amide). Reaction SMILES: [Cl:1][C:2]1[CH:3]=[C:4]([C:9]2([C:24]([F:27])([F:26])[F:25])[O:13][N:12]=[C:11]([C:14]3[CH:22]=[CH:21][C:17]([C:18](Cl)=[O:19])=[C:16]([CH3:23])[CH:15]=3)[CH2:10]2)[CH:5]=[C:6]([Cl:8])[CH:7]=1.S(O)(O)(=O)=O.[CH3:33][O:34][C:35](=[NH:37])[NH2:36].C(=O)([O-])[O-].[K+].[K+]>C(#N)C>[NH2:37][C:35]([O:34][CH3:33])=[N:36][C:18](=[O:19])[C:17]1[CH:21]=[CH:22][C:14]([C:11]2[CH2:10][C:9]([C:4]3[CH:5]=[C:6]([Cl:8])[CH:7]=[C:2]([Cl:1])[CH:3]=3)([C:24]([F:26])([F:27])[F:25])[O:13][N:12]=2)=[CH:15][C:16]=1[CH3:23] |f:1.2,3.4.5|. Reported procedure: To a solution of 1.00 g of 4-[5-(3,5-dichlorophenyl)-5-trifluoromethyl-4,5-dihydroisoxazole-3-yl]-2-methylbenzoyl-chloride synthesized in Process 4 of Synthetic Example 1 in 20 mL of acetonitrile, 0.85 g of O-methylisourea sulfate and 1.26 g of potassium carbonate were added and the resultant mixture was stirred at room temperature for 1.5 hours. After the completion of the reaction, the insoluble substance was filtered off and the solvent was distilled off under reduced pressure. The resultant ... Reactants: [Al+3], O=C(Cl)C1CCCC1, [Cl-], [Cl-], [Cl-], Cc1coc2c(F)cc(F)cc12, C[N+](=O)[O-], O. The product is Cc1c(C(=O)C2CCCC2)oc2c(F)cc(F)cc12. Reaction SMILES: [Al+3:22].[CH:13]1([C:18](=[O:19])[Cl:20])[CH2:14][CH2:15][CH2:16][CH2:17]1.[Cl-:21].[Cl-:23].[Cl-:24].[F:1][c:2]1[cH:3][c:4]([F:12])[c:5]2[c:6]([c:7]([CH3:10])[cH:8][o:9]2)[cH:11]1.[N+:26]([CH3:27])([O-:28])=[O:29].[OH2:25]>>[F:1][c:2]1[cH:3][c:4]([F:12])[c:5]2[c:6]([c:7]([CH3:10])[c:8]([C:18]([CH:13]3[CH2:14][CH2:15][CH2:16][CH2:17]3)=[O:19])[o:9]2)[cH:11]1. Starting materials: ClC=1C=CC2=C(Cl)C=CN=C2C1. The reagents and catalysts are O1B(OC(C)(C)C1(C)C)B2OC(C)(C)C(O2)(C)C, N=1C=CC(=CC1C=2N=CC=C(C2)C(C)(C)C)C(C)(C)C, C[OH2+].C[OH2+].C1CC=CCCC=C1.C1CC=CCCC=C1.[Ir].[Ir]. Run in O(C)C(C)(C)C. Conditions: temperature 100 celsius, time 1.5 hour. Yields the product ClC=1C=CC2=C(Cl)C(=CN=C2C1)B3OC(C)(C)C(O3)(C)C. Isolated yield 81.0%. Reported procedure: General procedure A was applied to 4-chloro-7-(trifluoromethyl)quinoline (231 mg, 1.00mmol). Purification by  recrystallisation  from  acetonitrile,  afforded 4-chloro-3-(4,4,5,5-tetramethyl-[1,3,2]-dioxaborolan-2-yl)-7-(trifluormethyl)quinoline as a white solid (289 mg, 81%); m.p.93 -94 °C; The reactants are [C-]#N, CCOC(C)=O, O=Cc1ccc(OC(F)F)c(OC(F)F)c1, [K+], [Na+], O, O=S([O-])O. The product is N#CC(O)c1ccc(OC(F)F)c(OC(F)F)c1. As a reaction SMILES: [C-:17]#[N:18].[CH3:25][CH2:26][O:27][C:28](=[O:29])[CH3:30].[F:1][CH:2]([O:3][c:4]1[cH:5][c:6]([CH:7]=[O:8])[cH:9][cH:10][c:11]1[O:12][CH:13]([F:14])[F:15])[F:16].[K+:19].[Na+:24].[OH2:31].[S:20](=[O:21])([OH:22])[O-:23]>>[F:1][CH:2]([O:3][c:4]1[cH:5][c:6]([CH:7]([OH:8])[C:17]#[N:18])[cH:9][cH:10][c:11]1[O:12][CH:13]([F:14])[F:15])[F:16].